Dataset: the Open Reaction Database (ORD), a public repository of structured organic reaction records. Task: describe an organic reaction: reactants, conditions, products, and yield Reactants: C(C1=CC=CC=C1)N[C@H]1[C@@H](CCCC1)NCC1=CC=CC=C1 ((R,R)-1,2-bis(benzylamino)cyclohexane), C(C)O[SiH](OCC)OCC (triethoxysilane), C(C)(=O)C1=CC=CC=C1 (acetophenone). Reagents/catalysts: CC([O-])C.[Ti+4].CC([O-])C.CC([O-])C.CC([O-])C (Titanium (IV) isopropoxide). The solvent is C1CCOC1 (THF). Reaction conditions: temperature 45 celsius, time 30 minute. The product is C1(=CC=CC=C1)C(C)O (1-phenylethanol). The yield is 73.0%. RXN SMILES: C(N[C@@H]1CCCC[C@H]1NCC1C=CC=CC=1)C1C=CC=CC=1.C(O[SiH](OCC)OCC)C.[C:33]([C:36]1[CH:41]=[CH:40][CH:39]=[CH:38][CH:37]=1)(=[O:35])[CH3:34]>C1COCC1.CC(C)[O-].[Ti+4].CC(C)[O-].CC(C)[O-].CC(C)[O-]>[C:36]1([CH:33]([OH:35])[CH3:34])[CH:41]=[CH:40][CH:39]=[CH:38][CH:37]=1 |f:4.5.6.7.8|. Procedure: Titanium (IV) isopropoxide (30μL, 0.10 mmol) was added to a solution of (R,R)-1,2-bis(benzylamino)cyclohexane(29μL, 0.10 mmol) and triethoxysilane (370μL, 2.00 mmol) in THF (6 mL) under an argon atmosphere, followed by rinsing with THF (1 mL). After 30 minutes at room temperature, the mixture was heated rapidly to the reflux temperature, then allowed to cool slowly to 45° C. The mixture turned a dark bluish color. Then acetophenone (118μL, 1.01 mmol) was added. The mixture gradually decolorized,... Reactants: NC1=CC=CC=C1 (Aniline), C(C1=CC=CC=C1)OC(=O)N[C@@H](CC1=CC=CC=C1)C(=O)O (Nα -Benzyloxycarbonyl-L-phenylalanine), C(CCl)Cl (EDC), FC1=C(C(=C(C(=C1O)F)F)F)F (pentafluorophenol). Run in ClCCl (dichloromethane). Reaction conditions: temperature 0 celsius, time 1 hour. Product: C1(=CC=CC=C1)NC([C@@H](NC(=O)OCC1=CC=CC=C1)CC1=CC=CC=C1)=O (Nα -Benzyloxycarbonyl-L-phenylalanine-N-phenylamide). RXN SMILES: [CH2:1]([O:8][C:9]([NH:11][C@H:12]([C:20]([OH:22])=O)[CH2:13][C:14]1[CH:19]=[CH:18][CH:17]=[CH:16][CH:15]=1)=[O:10])[C:2]1[CH:7]=[CH:6][CH:5]=[CH:4][CH:3]=1.FC1C(O)=C(F)C(F)=C(F)C=1F.C(Cl)CCl.[NH2:39][C:40]1[CH:45]=[CH:44][CH:43]=[CH:42][CH:41]=1>ClCCl>[C:40]1([NH:39][C:20](=[O:22])[C@H:12]([CH2:13][C:14]2[CH:15]=[CH:16][CH:17]=[CH:18][CH:19]=2)[NH:11][C:9]([O:8][CH2:1][C:2]2[CH:3]=[CH:4][CH:5]=[CH:6][CH:7]=2)=[O:10])[CH:45]=[CH:44][CH:43]=[CH:42][CH:41]=1. Reported procedure: Nα -Benzyloxycarbonyl-L-phenylalanine (4.95 g, 16.5 mmol) was dissolved in dichloromethane (70 ml) and the solution was cooled to 0° C. and stirred during the addition of pentafluorophenol (3.35 g, 18.2 mmol), followed by EDC (3.49 g, 18.2 mmol). The mixture was allowed to warm to room temperature, stirred for a further 1 hour then cooled back to 0° C. Aniline (3.85 g, 41.4 mmol) was added dropwise and the mixture was warmed to room temperature then stirred overnight. The solution was washed twi... The reactants are C([O-])([O-])=O.[K+].[K+] (potassium carbonate), CN1N=CC2=CC(=CC=C12)B(O)O (1-methyl-1H-indazol-5-ylboronic acid), BrC1=NC(=CC=C1C)Cl (2-bromo-6-chloro-3-methylpyridine), O (water). Reagents/catalysts: C=1C=CC(=CC1)[P](C=2C=CC=CC2)(C=3C=CC=CC3)[Pd]([P](C=4C=CC=CC4)(C=5C=CC=CC5)C=6C=CC=CC6)([P](C=7C=CC=CC7)(C=8C=CC=CC8)C=9C=CC=CC9)[P](C=1C=CC=CC1)(C=1C=CC=CC1)C=1C=CC=CC1 (Pd(PPh3)4). Run in O1CCOCC1 (dioxane). Run at temperature 110 celsius. Yields the product ClC1=CC=C(C(=N1)C=1C=C2C=NN(C2=CC1)C)C (5-(6-chloro-3-methylpyridin-2-yl)-1-methyl-1H-indazole). RXN SMILES: [CH3:1][N:2]1[C:10]2[C:5](=[CH:6][C:7](B(O)O)=[CH:8][CH:9]=2)[CH:4]=[N:3]1.Br[C:15]1[C:20]([CH3:21])=[CH:19][CH:18]=[C:17]([Cl:22])[N:16]=1.O.C(=O)([O-])[O-].[K+].[K+]>O1CCOCC1.C1C=CC([P]([Pd]([P](C2C=CC=CC=2)(C2C=CC=CC=2)C2C=CC=CC=2)([P](C2C=CC=CC=2)(C2C=CC=CC=2)C2C=CC=CC=2)[P](C2C=CC=CC=2)(C2C=CC=CC=2)C2C=CC=CC=2)(C2C=CC=CC=2)C2C=CC=CC=2)=CC=1>[Cl:22][C:17]1[N:16]=[C:15]([C:7]2[CH:6]=[C:5]3[C:10](=[CH:9][CH:8]=2)[N:2]([CH3:1])[N:3]=[CH:4]3)[C:20]([CH3:21])=[CH:19][CH:18]=1 |f:3.4.5,^1:39,41,60,79|. Reported procedure: In a 10 mL reaction vial, the 1-methyl-1H-indazol-5-ylboronic acid (500 mg, 2.84 mmol) and the 2-bromo-6-chloro-3-methylpyridine (585 mg, 2.84 mmol) were dissolved in dioxane (7 mL) and water (1.7 mL) under argon atmosphere. The mixture was bubbled with argon for 5 min. Then potassium carbonate (979 mg, 7.1 mmol) and Pd(PPh3)4 (49 3 mg, 0.428 mmol) were added sequentially. The resulting reaction mixture was then sealed and heated in oil bath at 110° C. for 2.5 h. Reaction was then partitioned be... The reactants are Cl.C(N)(=N)C1=CC=NC=C1 (4-amidino-pyridine hydrochloride), C[O-].[Na+] (sodium methylate), COC(C(C(=O)OC)OC1=C(C=CC=C1)OC)=O (dimethyl-(2-methoxyphenoxy)malonate). The solvent is CO (methanol), CO (methanol). Run at time 30 minute. Product: COC1=C(OC=2C(=NC(=NC2O)C2=CC=NC=C2)O)C=CC=C1 (5-(o-methoxyphenoxy)4,6-dihydroxy-2-(4-pyridyl)pyrimidine), COC1=C(OC2C(NC(NC2=O)C2=CC=NC=C2)=O)C=CC=C1 (5-(2-methoxyphenoxy)-2-(4-pyridyl)-tetrahydropyrimidine-4,6-dion). As a reaction SMILES: C[O-].[Na+].C[O:5][C:6](=[O:21])[CH:7]([O:12][C:13]1[CH:18]=[CH:17][CH:16]=[CH:15][C:14]=1[O:19][CH3:20])[C:8]([O:10]C)=[O:9].Cl.[C:23]([C:26]1[CH:31]=[CH:30][N:29]=[CH:28][CH:27]=1)(=[NH:25])[NH2:24]>CO>[CH3:20][O:19][C:14]1[CH:15]=[CH:16][CH:17]=[CH:18][C:13]=1[O:12][C:7]1[C:6]([OH:21])=[N:24][C:23]([C:26]2[CH:31]=[CH:30][N:29]=[CH:28][CH:27]=2)=[N:25][C:8]=1[OH:10].[CH3:20][O:19][C:14]1[CH:15]=[CH:16][CH:17]=[CH:18][C:13]=1[O:12][CH:7]1[C:6](=[O:5])[NH:24][CH:23]([C:26]2[CH:31]=[CH:30][N:29]=[CH:28][CH:27]=2)[NH:25][C:8]1=[O:9] |f:0.1,3.4|. Reported procedure: To a stirred solution of sodium methylate (9.7 g) in methanol (100 ml) a solution of dimethyl-(2-methoxyphenoxy)malonate (21.7 g) in methanol (50 ml) was added within 15 min and stirring was continued for 30 min followed by the addition of 4-amidino-pyridine hydrochloride (15 g, Referential Example 2) followed by stirring at room temperature for 20 h. The reaction mixture was concentrated in vacuo. The solid residue was stirred with diethyl ether. The obtained powder was filtered off and dissolv...